From a dataset of the Open Reaction Database (ORD), a public repository of structured organic reaction records. describe an organic reaction: reactants, conditions, products, and yield Reactants: CS(=O)(=O)OCC(CC1OCCO1)c1ccc(Cl)c(Cl)c1, CC#N, c1c[nH]cn1. Product: Clc1ccc(C(CC2OCCO2)Cn2ccnc2)cc1Cl. As a reaction SMILES: [CH3:1][S:2]([O:3][CH2:6][CH:7]([CH2:8][CH:9]1[O:10][CH2:11][CH2:12][O:13]1)[c:14]1[cH:15][c:16]([Cl:21])[c:17]([Cl:20])[cH:18][cH:19]1)(=[O:4])=[O:5].[CH3:27][C:28]#[N:29].[nH:22]1[cH:23][n:24][cH:25][cH:26]1>>[CH2:6]([CH:7]([CH2:8][CH:9]1[O:10][CH2:11][CH2:12][O:13]1)[c:14]1[cH:15][c:16]([Cl:21])[c:17]([Cl:20])[cH:18][cH:19]1)[n:22]1[cH:23][n:24][cH:25][cH:26]1.